This data is from the Open Reaction Database (ORD), a public repository of structured organic reaction records. The task is: describe an organic reaction: reactants, conditions, products, and yield Reactants: [K+], O=[Mn](=O)(=O)[O-], O, c1ccncc1, Cc1ccc(-c2cccnc2)cc1. Yields the product O=C(O)c1ccc(-c2cccnc2)cc1. As a reaction SMILES: [K+:19].[Mn:14](=[O:15])([O-:16])(=[O:17])=[O:18].[OH2:20].[cH:21]1[cH:22][cH:23][n:24][cH:25][cH:26]1.[n:1]1[cH:2][c:3](-[c:7]2[cH:8][cH:9][c:10]([CH3:13])[cH:11][cH:12]2)[cH:4][cH:5][cH:6]1>>[n:1]1[cH:2][c:3](-[c:7]2[cH:8][cH:9][c:10]([C:13]([OH:15])=[O:20])[cH:11][cH:12]2)[cH:4][cH:5][cH:6]1. The reactants are O=S(=O)(c1ccccc1)n1ccc2cc(Br)cnc21, Cn1cc(B2OC(C)(C)C(C)(C)O2)cn1, [Na+], [Na+], O=C([O-])[O-], C1COCCO1, c1ccc(P(c2ccccc2)(c2ccccc2)[Pd](P(c2ccccc2)(c2ccccc2)c2ccccc2)(P(c2ccccc2)(c2ccccc2)c2ccccc2)P(c2ccccc2)(c2ccccc2)c2ccccc2)cc1. The product is Cn1cc(-c2cnc3c(ccn3S(=O)(=O)c3ccccc3)c2)cn1. RXN SMILES: [Br:16][c:17]1[cH:18][c:19]2[c:20]([n:21][cH:22]1)[n:23]([S:26](=[O:27])(=[O:28])[c:29]1[cH:30][cH:31][cH:32][cH:33][cH:34]1)[cH:24][cH:25]2.[CH3:1][n:2]1[n:3][cH:4][c:5]([B:7]2[O:8][C:9]([CH3:10])([CH3:11])[C:12]([CH3:13])([CH3:14])[O:15]2)[cH:6]1.[Na+:35].[Na+:36].[O-:37][C:38](=[O:39])[O-:40].[O:41]1[CH2:42][CH2:43][O:44][CH2:45][CH2:46]1.[cH:47]1[cH:48][cH:49][c:50]([P:51]([Pd:52]([P:53]([c:54]2[cH:55][cH:56][cH:57][cH:58][cH:59]2)([c:60]2[cH:61][cH:62][cH:63][cH:64][cH:65]2)[c:66]2[cH:67][cH:68][cH:69][cH:70][cH:71]2)([P:72]([c:73]2[cH:74][cH:75][cH:76][cH:77][cH:78]2)([c:79]2[cH:80][cH:81][cH:82][cH:83][cH:84]2)[c:85]2[cH:86][cH:87][cH:88][cH:89][cH:90]2)[P:91]([c:92]2[cH:93][cH:94][cH:95][cH:96][cH:97]2)([c:98]2[cH:99][cH:100][cH:101][cH:102][cH:103]2)[c:104]2[cH:105][cH:106][cH:107][cH:108][cH:109]2)([c:110]2[cH:111][cH:112][cH:113][cH:114][cH:115]2)[c:116]2[cH:117][cH:118][cH:119][cH:120][cH:121]2)[cH:122][cH:123]1>>[CH3:1][n:2]1[n:3][cH:4][c:5](-[c:17]2[cH:18][c:19]3[c:20]([n:21][cH:22]2)[n:23]([S:26](=[O:27])(=[O:28])[c:29]2[cH:30][cH:31][cH:32][cH:33][cH:34]2)[cH:24][cH:25]3)[cH:6]1.